This data is from the Open Reaction Database (ORD), a public repository of structured organic reaction records. The task is: describe an organic reaction: reactants, conditions, products, and yield Reactants: C(C)(=O)OC=1C=C2CC=CCC2=CC1 (1,4-dihydro-6-naphthol acetate), ClC=1C=C(C(=O)O)C=CC1 (m-chlorobenzoic acid), ice, [OH-].[Na+] (sodium hydroxide). The solvent is ClCCl (dichloromethane). Run at time 8 hour. The product is C(C)(=O)OC=1C=C2CC3C(CC2=CC1)O3 (1,2,3,4-Tetrahydro-2,3-epoxy-6-naphthol acetate). Isolated yield 116.8%. RXN SMILES: [C:1]([O:4][C:5]1[CH:6]=[C:7]2[C:12](=[CH:13][CH:14]=1)[CH2:11][CH:10]=[CH:9][CH2:8]2)(=[O:3])[CH3:2].ClC1C=C(C=CC=1)C(O)=[O:20].[OH-].[Na+]>ClCCl>[C:1]([O:4][C:5]1[CH:6]=[C:7]2[C:12](=[CH:13][CH:14]=1)[CH2:11][CH:10]1[O:20][CH:9]1[CH2:8]2)(=[O:3])[CH3:2] |f:2.3|. Procedure details: A solution of 15.12 g of 1,4-dihydro-6-naphthol acetate in 160 ml of dichloromethane is cooled to 0° C while 10.5 g of m-chlorobenzoic acid is added over 10 minutes. The mixture is stirred overnight at room temperature and then poured into a slurry of 100 g of ice and 50 ml of 10% aqueous sodium hydroxide. The layers are separated, the aqueous layer re-extracted with dichloromethane (two 100 ml portions), and the combined extracts are washed with water, dried, and evaporated in vacuo to give 16 ...